The task is: describe an organic reaction: reactants, conditions, products, and yield. This data is from the Open Reaction Database (ORD), a public repository of structured organic reaction records. Reactants: C1CCOC1, [Li]CCCC, CCCCCC, O=C1Nc2ccc(Cl)cc2C1=O, Fc1ccccc1F. The product is O=C1Nc2ccc(Cl)cc2C1(O)c1cccc(F)c1F. Reaction SMILES: [CH2:32]1[O:33][CH2:34][CH2:35][CH2:36]1.[CH2:9]([Li:10])[CH2:11][CH2:12][CH3:13].[CH3:26][CH2:27][CH2:28][CH2:29][CH2:30][CH3:31].[Cl:14][c:15]1[cH:16][c:17]2[c:21]([cH:22][cH:23]1)[NH:20][C:19](=[O:24])[C:18]2=[O:25].[F:1][c:2]1[cH:3][cH:4][cH:5][cH:6][c:7]1[F:8]>>[F:1][c:2]1[cH:3][cH:4][cH:5][c:6]([C:18]2([OH:25])[c:17]3[cH:16][c:15]([Cl:14])[cH:23][cH:22][c:21]3[NH:20][C:19]2=[O:24])[c:7]1[F:8].